From a dataset of the Open Reaction Database (ORD), a public repository of structured organic reaction records. describe an organic reaction: reactants, conditions, products, and yield The reactants are amide, CN(C(=O)C1=CC2=C(N=C(N=C2)NC2=NC=C(C=C2)C(=O)N2CC3CCC(C2)N3)N1C1CCCC1)C (7-cyclopentyl-2-[5-(3,8-diaza-bicyclo[3.2.1]octane-3-carbonyl)-pyridin-2-ylamino]-7H-pyrrolo[2,3-d]pyrimidine-6-carboxylic acid dimethylamide), C(=O)(OC(C)(C)C)N[C@H](C(C)C)C(=O)O (BOC-D-Valine). Product: C(C)(C)(C)OC(N[C@H](C(C)C)C(=O)N1C2CN(CC1CC2)C(=O)C=2C=NC(=CC2)NC=2N=CC1=C(N2)N(C(=C1)C(N(C)C)=O)C1CCCC1)=O (((R)-1-{3-[6-(7-Cyclopentyl-6-dimethylcarbamoyl-7H-pyrrolo[2,3-d]pyrimidin-2-ylamino)-pyridine-3-carbonyl]-3,8-diaza-bicyclo[3.2.1]octane-8-carbonyl}-2-methyl-propyl)-carbamic acid tert-butyl ester). The yield is 96.9%. As a reaction SMILES: [CH3:1][N:2]([CH3:36])[C:3]([C:5]1[N:30]([CH:31]2[CH2:35][CH2:34][CH2:33][CH2:32]2)[C:8]2[N:9]=[C:10]([NH:13][C:14]3[CH:19]=[CH:18][C:17]([C:20]([N:22]4[CH2:28][CH:27]5[NH:29][CH:24]([CH2:25][CH2:26]5)[CH2:23]4)=[O:21])=[CH:16][N:15]=3)[N:11]=[CH:12][C:7]=2[CH:6]=1)=[O:4].[C:37]([NH:44][C@@H:45]([C:49](O)=[O:50])[CH:46]([CH3:48])[CH3:47])([O:39][C:40]([CH3:43])([CH3:42])[CH3:41])=[O:38]>>[C:40]([O:39][C:37](=[O:38])[NH:44][C@@H:45]([C:49]([N:29]1[CH:24]2[CH2:25][CH2:26][CH:27]1[CH2:28][N:22]([C:20]([C:17]1[CH:16]=[N:15][C:14]([NH:13][C:10]3[N:11]=[CH:12][C:7]4[CH:6]=[C:5]([C:3](=[O:4])[N:2]([CH3:36])[CH3:1])[N:30]([CH:31]5[CH2:35][CH2:34][CH2:33][CH2:32]5)[C:8]=4[N:9]=3)=[CH:19][CH:18]=1)=[O:21])[CH2:23]2)=[O:50])[CH:46]([CH3:47])[CH3:48])([CH3:41])([CH3:43])[CH3:42]. Procedure: Following general amide formation method 1, 7-cyclopentyl-2-[5-(3,8-diaza-bicyclo[3.2.1]octane-3-carbonyl)-pyridin-2-ylamino]-7H-pyrrolo[2,3-d]pyrimidine-6-carboxylic acid dimethylamide (60 mg, 0.123 mmol, 1.0 eq) was combined with BOC-D-Valine (26.7 mg, 0.123 mmol, 1.0 eq) which gave ((R)-1-{3-[6-(7-Cyclopentyl-6-dimethylcarbamoyl-7H-pyrrolo[2,3-d]pyrimidin-2-ylamino)-pyridine-3-carbonyl]-3,8-diaza-bicyclo[3.2.1]octane-8-carbonyl}-2-methyl-propyl)-carbamic acid tert-butyl ester (82 mg) in 92% y... Product: C(C)(C)(C)NS(=O)(=O)C1=C(C=CC=C1)C(C(C)F)O (N-t-butyl-2(2-fluoro-1-hydroxy-n-propyl)benzenesulfonamide). RXN SMILES: [C:1]([NH:5][S:6]([C:9]1[CH:14]=[CH:13][CH:12]=[CH:11][C:10]=1[C:15](=[O:19])[CH:16]([F:18])[CH3:17])(=[O:8])=[O:7])([CH3:4])([CH3:3])[CH3:2].[BH4-].[Na+]>CO>[C:1]([NH:5][S:6]([C:9]1[CH:14]=[CH:13][CH:12]=[CH:11][C:10]=1[CH:15]([OH:19])[CH:16]([F:18])[CH3:17])(=[O:8])=[O:7])([CH3:3])([CH3:2])[CH3:4] |f:1.2|. Reactants: C(C)(C)(C)NS(=O)(=O)C1=C(C=CC=C1)C(C(C)F)=O (N-t-butyl-2-(2-fluoropropionyl)benzenesulfonamide), [BH4-].[Na+] (sodium borohydride). Reported procedure: 10 g of N-t-butyl-2-(2-fluoropropionyl)benzenesulfonamide was dissolved in 100 ml of methanol, and herein 1.3 g of sodium borohydride was added in the solution at room temperature. Run in CO (methanol). Starting materials: C(C)(C)C=1C=C(C=CC1)NC=1SC2=C(N1)C=C(C=C2)O (2-(3-isopropylphenylamino)benzo[d]thiazol-5-ol), ClC1=CC(=NC=C1)NC(C)=O (N-(4-chloropyridin-2-yl)acetamide), C[Si](C)(C)[N-][Si](C)(C)C.[K+] (potassium bis(trimethylsilyl)amide), C([O-])([O-])=O.[K+].[K+] (potassium carbonate). Solvent: CN(C=O)C (dimethylformamide). Run at time 15 minute. Yields the product C(C)(C)C=1C=C(C=CC1)NC=1SC2=C(N1)C=C(C=C2)OC2=CC(=NC=C2)NC(C)=O (N-[4-({2-[(3-isopropylphenyl)amino]-1,3-benzothiazol-5-yl}oxy)pyridin-2-yl]acetamide). RXN SMILES: [CH:1]([C:4]1[CH:5]=[C:6]([NH:10][C:11]2[S:12][C:13]3[CH:19]=[CH:18][C:17]([OH:20])=[CH:16][C:14]=3[N:15]=2)[CH:7]=[CH:8][CH:9]=1)([CH3:3])[CH3:2].Cl[C:22]1[CH:27]=[CH:26][N:25]=[C:24]([NH:28][C:29](=[O:31])[CH3:30])[CH:23]=1.C[Si]([N-][Si](C)(C)C)(C)C.[K+].C(=O)([O-])[O-].[K+].[K+]>CN(C)C=O>[CH:1]([C:4]1[CH:5]=[C:6]([NH:10][C:11]2[S:12][C:13]3[CH:19]=[CH:18][C:17]([O:20][C:22]4[CH:27]=[CH:26][N:25]=[C:24]([NH:28][C:29](=[O:31])[CH3:30])[CH:23]=4)=[CH:16][C:14]=3[N:15]=2)[CH:7]=[CH:8][CH:9]=1)([CH3:3])[CH3:2] |f:2.3,4.5.6|. Procedure details: The mixture containing 2-(3-isopropylphenylamino)benzo[d]thiazol-5-ol (1 eq), N-(4-chloropyridin-2-yl)acetamide (1.4 eq), potassium bis(trimethylsilyl)amide (4 eq) and potassium carbonate (1.2 eq) in dimethylformamide was subjected to the microwave at 200° C. for 15 minutes. The reaction was then partitioned between ethyl acetate and water. The organic layer was separated, washed with brine, dried over sodium sulfate and concentrated to give the crude product. Purification on HPLC to yield N-[4-...